Dataset: the Open Reaction Database (ORD), a public repository of structured organic reaction records. Task: describe an organic reaction: reactants, conditions, products, and yield Reactants: C(C)(C)(C)O[C@H](C(=O)OCC)C=1C(=NC(=C(C1N1CCC(CC1)(C)C)C1=CC=C(C=C1)O)C)C ((S)-ethyl 2-(tert-butoxy)-2-(4-(4,4-dimethylpiperidin-1-yl)-5-(4-hydroxyphenyl)-2,6-dimethylpyridin-3-yl)acetate), ClC1=C(C=C(C=C1)CCO)F (2-(4-chloro-3-fluorophenyl)ethanol), C1=CC=C(C=C1)P(C2=CC=CC=C2)C3=CC=CC=C3 (Ph3P), CCOC(=O)/N=N/C(=O)OCC (DEAD), [OH-].[Na+] (NaOH). The solvent is C1CCOC1 (THF), CO (MeOH). Reaction conditions: time 18 hour. Yields the product C(C)(C)(C)O[C@H](C(=O)O)C=1C(=NC(=C(C1N1CCC(CC1)(C)C)C1=CC=C(C=C1)OCCC1=CC(=C(C=C1)Cl)F)C)C ((S)-2-(tert-butoxy)-2-(5-(4-(4-chloro-3-fluorophenethoxy)phenyl)-4-(4,4-dimethylpiperidin-1-yl)-2,6-dimethylpyridin-3-yl)acetic acid). Yield: 25.6%. As a reaction SMILES: [C:1]([O:5][C@@H:6]([C:12]1[C:13]([CH3:34])=[N:14][C:15]([CH3:33])=[C:16]([C:26]2[CH:31]=[CH:30][C:29](O)=[CH:28][CH:27]=2)[C:17]=1[N:18]1[CH2:23][CH2:22][C:21]([CH3:25])([CH3:24])[CH2:20][CH2:19]1)[C:7]([O:9]CC)=[O:8])([CH3:4])([CH3:3])[CH3:2].[Cl:35][C:36]1[CH:41]=[CH:40][C:39]([CH2:42][CH2:43][OH:44])=[CH:38][C:37]=1[F:45].C1C=CC(P(C2C=CC=CC=2)C2C=CC=CC=2)=CC=1.CCOC(/N=N/C(OCC)=O)=O.[OH-].[Na+]>C1COCC1.CO>[C:1]([O:5][C@@H:6]([C:12]1[C:13]([CH3:34])=[N:14][C:15]([CH3:33])=[C:16]([C:26]2[CH:27]=[CH:28][C:29]([O:44][CH2:43][CH2:42][C:39]3[CH:40]=[CH:41][C:36]([Cl:35])=[C:37]([F:45])[CH:38]=3)=[CH:30][CH:31]=2)[C:17]=1[N:18]1[CH2:19][CH2:20][C:21]([CH3:25])([CH3:24])[CH2:22][CH2:23]1)[C:7]([OH:9])=[O:8])([CH3:4])([CH3:2])[CH3:3] |f:4.5|. Reported procedure: To a stirred solution of (S)-ethyl 2-(tert-butoxy)-2-(4-(4,4-dimethylpiperidin-1-yl)-5-(4-hydroxyphenyl)-2,6-dimethylpyridin-3-yl)acetate (20 mg, 0.043 mmol), 2-(4-chloro-3-fluorophenyl)ethanol (37.3 mg, 0.213 mmol) and Ph3P-resin (55.8 mg, 0.213 mmol) in THF (2 mL) was added DEAD (0.014 mL, 0.085 mmol) at rt. After 18 h, mixture was filtered to remove polymer, concentrated and treated with 1N NaOH (0.854 mL, 0.854 mmol) in MeOH (1 mL) at 75° C. for 16 h. Mixture was then cooled and purified by ... The reactants are NC=1C=C2C(=C(C=NC2=CC1)C#N)NC1=CC(=CC=C1)Br (6-amino-4-[(3-bromophenyl)amino]-quinoline-3-carbonitrile), C([O-])(O)=O.[Na+] (sodium bicarbonate), COCCOCC#CC(=O)O (4-(2-methoxy-ethoxy)-but-2-ynoic acid), ClC(=O)OCC(C)C (isobutyl chloroformate), CN1CCOCC1 (N-methylmorpholine). Run in O1CCCC1 (tetrahydrofuran). Conditions: temperature 0 celsius, time 15 minute. The product is BrC=1C=C(C=CC1)NC1=C(C=NC2=CC=C(C=C12)NC(C#CCOCCOC)=O)C#N (4-(2-Methoxy-ethoxy)-but-2-ynoic acid[4-(3-bromo-phenylamino)-3-cyano-quinolin-6-yl]-amide). The yield is 37.5%. Reaction SMILES: [CH3:1][O:2][CH2:3][CH2:4][O:5][CH2:6][C:7]#[C:8][C:9]([OH:11])=O.ClC(OCC(C)C)=O.CN1CCOCC1.[NH2:27][C:28]1[CH:29]=[C:30]2[C:35](=[CH:36][CH:37]=1)[N:34]=[CH:33][C:32]([C:38]#[N:39])=[C:31]2[NH:40][C:41]1[CH:46]=[CH:45][CH:44]=[C:43]([Br:47])[CH:42]=1.C(=O)(O)[O-].[Na+]>O1CCCC1>[Br:47][C:43]1[CH:42]=[C:41]([NH:40][C:31]2[C:30]3[C:35](=[CH:36][CH:37]=[C:28]([NH:27][C:9](=[O:11])[C:8]#[C:7][CH2:6][O:5][CH2:4][CH2:3][O:2][CH3:1])[CH:29]=3)[N:34]=[CH:33][C:32]=2[C:38]#[N:39])[CH:46]=[CH:45][CH:44]=1 |f:4.5|. Reported procedure: To a solution of 0.56 g (3.54 mmol) of 4-(2-methoxy-ethoxy)-but-2-ynoic acid and 0.46 g (3.4 mmol) of isobutyl chloroformate in 12 ml of tetrahydrofuran was added at 0° C. with stirring 0.36 g (3.54 mmol) of N-methylmorpholine. After 15 min, 1.0 g (2.95 mmol) of 6-amino-4-[(3-bromophenyl)amino]-quinoline-3-carbonitrile was added. After stirring 3 hr at 0° C. and 17 hr at room temperature, the mixture was poured into a saturated solution of sodium bicarbonate. The mixture was extracted with ethyl... Reactants: FNS(=O)(=O)C1=CC=CC=C1 (N-fluoro benzene sulfonamide), ClC=1C=C2C=3CCCC(C3N(C2=CC1Cl)S(=O)(=O)C1=CC=C(C)C=C1)=O (6,7-Dichloro-9-tosyl-2,3,4,9-tetrahydro-1H-carbazol-1-one), ClC=1C=C2C=3CCCC(C3N(C2=CC1Cl)S(=O)(=O)C1=CC=C(C)C=C1)=O (6,7-Dichloro-9-tosyl-2,3,4,9-tetrahydro-1H-carbazol-1-one), [Li+].C[Si](C)(C)[N-][Si](C)(C)C (LiHMDS). The product is ClC=1C=C2C=3CCC(C(C3N(C2=CC1Cl)S(=O)(=O)C1=CC=C(C)C=C1)=O)F (6,7-Dichloro-2-fluoro-9-tosyl-2,3,4,9-tetrahydro-1H-carbazol-1-one). Isolated yield 36.8%. Reaction conditions: temperature -78 celsius, time 30 minute. Run in C1CCOC1 (THF). Procedure: 6,7-Dichloro-9-tosyl-2,3,4,9-tetrahydro-1H-carbazol-1-one (intermediate 1c) (420 mg, 1.02 mmol) dissolved in anhydrous THF (10 mL) and cooled to −78° C. was mixed with LiHMDS (1.13 mL, 1.1 mmol, 1M solution in THF). The reaction mixture was slowly warmed to 0° C., stirred for an additional 30 min. at 0° C., then cooled to −78° C. and N-fluoro benzene sulfonamide (0.31 g, 1.3 mmol) was added. The resulting mixture was slowly warmed to room temperature and stirred for 15 min., quenched with satura... RXN SMILES: [Cl:1][C:2]1[CH:3]=[C:4]2[C:12](=[CH:13][C:14]=1[Cl:15])[N:11]([S:16]([C:19]1[CH:25]=[CH:24][C:22]([CH3:23])=[CH:21][CH:20]=1)(=[O:18])=[O:17])[C:10]1[C:9](=[O:26])[CH2:8][CH2:7][CH2:6][C:5]2=1.[Li+].C[Si]([N-][Si](C)(C)C)(C)C.[F:37]NS(C1C=CC=CC=1)(=O)=O>C1COCC1>[Cl:1][C:2]1[CH:3]=[C:4]2[C:12](=[CH:13][C:14]=1[Cl:15])[N:11]([S:16]([C:19]1[CH:25]=[CH:24][C:22]([CH3:23])=[CH:21][CH:20]=1)(=[O:18])=[O:17])[C:10]1[C:9](=[O:26])[CH:8]([F:37])[CH2:7][CH2:6][C:5]2=1 |f:1.2|. Reactants: CN1C=NC2=C1C=CC(=C2)C(O)C2=CC=CC=C2 (1-methyl-α-phenyl-1H-benzimidazole-5-methanol), C(=O)(N1C=NC=C1)N1C=NC=C1 (1,1'-carbonylbis[1H-imidazole]). The product is CN1C=NC2=C1C=CC=C2 (1-methyl-1H-benzimidazole). Reaction conditions: time 4 hour. Reported procedure: A mixture of 5.6 parts of 1-methyl-α-phenyl-1H-benzimidazole-5-methanol, 4.05 parts of 1,1'-carbonylbis[1H-imidazole] and 54 parts tetrahydrofuran was stirred for 4 hours at reflux temperature. The tetrahydrofuran layer was evaporated and water was added to the residue. The decanted oil was dissolved in dichloromethane. The organic layer was dried, filtered and evaporated. The residue was purified by column chromatography over silica gel using a mixture of trichloromethane, methanol and methanol... Solvent: O1CCCC1 (tetrahydrofuran). As a reaction SMILES: [CH3:1][N:2]1[C:6]2[CH:7]=[CH:8][C:9](C(C3C=CC=CC=3)O)=[CH:10][C:5]=2[N:4]=[CH:3]1.C(N1C=CN=C1)(N1C=CN=C1)=O>O1CCCC1>[CH3:1][N:2]1[C:6]2[CH:7]=[CH:8][CH:9]=[CH:10][C:5]=2[N:4]=[CH:3]1. Reactants: C(C)(C)(C)C1CCC(CC1)C=O (4-tert.butyl-cyclohexane-1-carboxaldehyde), C(=O)(OCC)C(C)=P(C1=CC=CC=C1)(C1=CC=CC=C1)C1=CC=CC=C1 ((α-carbethoxy-ethylidene)-triphenyl-phosphorane), C(C1=CC=CC=C1)(=O)O (benzoic acid). The solvent is C1(=CC=CC=C1)C (toluene), CO.O (methanol water), C1(=CC=CC=C1)C (toluene). The product is C(C)OC(C(=CC1CCC(CC1)C(C)(C)C)C)=O (3-(4-tert.butyl-cyclohexyl)-2-methyl-acrylic acid ethyl ester). Reaction SMILES: [C:1]([CH:5]1[CH2:10][CH2:9][CH:8]([CH:11]=O)[CH2:7][CH2:6]1)([CH3:4])([CH3:3])[CH3:2].[C:13]([C:18](=P(C1C=CC=CC=1)(C1C=CC=CC=1)C1C=CC=CC=1)[CH3:19])([O:15][CH2:16][CH3:17])=[O:14].C(O)(=O)C1C=CC=CC=1>C1(C)C=CC=CC=1.CO.O>[CH2:16]([O:15][C:13](=[O:14])[C:18]([CH3:19])=[CH:11][CH:8]1[CH2:7][CH2:6][CH:5]([C:1]([CH3:2])([CH3:3])[CH3:4])[CH2:10][CH2:9]1)[CH3:17] |f:4.5|. Procedure details: A mixture of 20.2 g of 4-tert.butyl-cyclohexane-1-carboxaldehyde, 52 g of (α-carbethoxy-ethylidene)-triphenyl-phosphorane and 3.6 g of benzoic acid in 120 ml of toluene is heated at reflux for 16 hours under nitrogen gasification and the toluene is evaported. The oily-crystalline residue is dissolved in 600 ml of methanol/water (4:1) and exhaustively extracted with hexane. The combined hexane extracts are washed with sodium bicarbonate solution and water, dried over sodium sulphate and evaporate... Reactants: N1=C(C=CC=C1)C1=CC=C(S1)C=O (5-(2-pyridinyl)-2-thiophenecarboxaldehyde), N1(N=CC=C1)C1=CC=C(C=O)C=C1 (4-(1H-pyrazol-1-yl)-benzaldehyde). The product is N1=C(C=CC=C1)C1=CC=C(S1)/C=C/C=O ((2E)-3-[5-(2-Pyridinyl)-2-thienyl]-2-propenal). RXN SMILES: [N:1]1[CH:6]=[CH:5][CH:4]=[CH:3][C:2]=1[C:7]1[S:11][C:10]([CH:12]=O)=[CH:9][CH:8]=1.N1(C2C=C[C:22]([CH:23]=[O:24])=CC=2)C=CC=N1>>[N:1]1[CH:6]=[CH:5][CH:4]=[CH:3][C:2]=1[C:7]1[S:11][C:10](/[CH:12]=[CH:22]/[CH:23]=[O:24])=[CH:9][CH:8]=1. Reported procedure: The title compound was prepared by a procedure analogous to Reference Example 30 by substituting 5-(2-pyridinyl)-2-thiophenecarboxaldehyde (prepared as described in J. Chem Soc., Perkin Trans. 2 1998, 437) for the 4-(1H-pyrazol-1-yl)-benzaldehyde of Reference Example 30. MS 216 (M+H)+.